This data is from the Open Reaction Database (ORD), a public repository of structured organic reaction records. The task is: describe an organic reaction: reactants, conditions, products, and yield Reactants: CC(C)CC1(C(C)C(=O)OC(C)(C)C)CCN(CCc2ccccc2)C1=O, ClCCl, O=C(O)C(F)(F)F. Yields the product CC(C)CC1(C(C)C(=O)O)CCN(CCc2ccccc2)C1=O. Reaction SMILES: [CH3:8][CH:9]([C:10](=[O:11])[O:12][C:13]([CH3:14])([CH3:15])[CH3:16])[C:17]1([CH2:31][CH:32]([CH3:33])[CH3:34])[C:18](=[O:30])[N:19]([CH2:22][CH2:23][c:24]2[cH:25][cH:26][cH:27][cH:28][cH:29]2)[CH2:20][CH2:21]1.[Cl:35][CH2:36][Cl:37].[F:1][C:2]([F:3])([F:4])[C:5]([OH:6])=[O:7]>>[CH3:8][CH:9]([C:10](=[O:11])[OH:12])[C:17]1([CH2:31][CH:32]([CH3:33])[CH3:34])[C:18](=[O:30])[N:19]([CH2:22][CH2:23][c:24]2[cH:25][cH:26][cH:27][cH:28][cH:29]2)[CH2:20][CH2:21]1. The reactants are O=C([O-])[O-], CS(C)=O, COC(=O)CNC(=O)c1noc(C(CCCC2CCCCC2)CC(=O)OC(C)(C)C)n1, [Cs+], [Cs+], CI, O. Yields the product COC(=O)CN(C)C(=O)c1noc(C(CCCC2CCCCC2)CC(=O)OC(C)(C)C)n1. As a reaction SMILES: [C:34](=[O:35])([O-:36])[O-:37].[CH3:40][S:41]([CH3:42])=[O:43].[CH:1]1([CH2:7][CH2:8][CH2:9][CH:10]([CH2:11][C:12](=[O:13])[O:14][C:15]([CH3:16])([CH3:17])[CH3:18])[c:19]2[n:20][c:21]([C:24](=[O:25])[NH:26][CH2:27][C:28](=[O:29])[O:30][CH3:31])[n:22][o:23]2)[CH2:2][CH2:3][CH2:4][CH2:5][CH2:6]1.[Cs+:38].[Cs+:39].[I:32][CH3:33].[OH2:44]>>[CH:1]1([CH2:7][CH2:8][CH2:9][CH:10]([CH2:11][C:12](=[O:13])[O:14][C:15]([CH3:16])([CH3:17])[CH3:18])[c:19]2[n:20][c:21]([C:24](=[O:25])[N:26]([CH2:27][C:28](=[O:29])[O:30][CH3:31])[CH3:34])[n:22][o:23]2)[CH2:2][CH2:3][CH2:4][CH2:5][CH2:6]1. Reactants: CC1(C=2C=CC(=CC2C(CC1)(C)C)/C(=C/CO)/C)C ((E)-3-(5,5,8,8-tetramethyl-5,6,7,8-tetrahydro-naphthalen-2-yl)-but-2-en-1-ol). The reagents and catalysts are O=[Mn]=O (MnO2). Run in C(Cl)Cl (CH2Cl2). Product: CC1(C=2C=CC(=CC2C(CC1)(C)C)/C(=C/C=O)/C)C ((E)-3-(5,5,8,8-tetramethyl-5,6,7,8-tetrahydro-naphthalen-2-yl)-but-2-enal). Yield: 84.3%. Reaction SMILES: [CH3:1][C:2]1([CH3:19])[CH2:11][CH2:10][C:9]([CH3:13])([CH3:12])[C:8]2[CH:7]=[C:6](/[C:14](/[CH3:18])=[CH:15]/[CH2:16][OH:17])[CH:5]=[CH:4][C:3]1=2>C(Cl)Cl.O=[Mn]=O>[CH3:1][C:2]1([CH3:19])[CH2:11][CH2:10][C:9]([CH3:12])([CH3:13])[C:8]2[CH:7]=[C:6](/[C:14](/[CH3:18])=[CH:15]/[CH:16]=[O:17])[CH:5]=[CH:4][C:3]1=2. Procedure details: 3.42 g (E)-3-(5,5,8,8-tetramethyl-5,6,7,8-tetrahydro-naphthalen-2-yl)-but-2-en-1-ol were dissolved in 23 ml of CH2Cl2 and treated with 16.1 g of MnO2. The reaction mixture was vigorously stirred at ambient temperature over night and then filtered through Celite. Evaporation of the solvent followed by flash chromatography (silica gel, hexane/AcOEt=92:8) afforded 2.86 g of (E)-3-(5,5,8,8-tetramethyl-5,6,7,8-tetrahydro-naphthalen-2-yl)-but-2-enal as pale yellow oil. Starting materials: ClCCCl, CN(C)c1ccncc1, ClCCl, NS(=O)(=O)N1CCN(CCCC2COc3ccccc3-c3c(C4CCCCC4)c4ccc(C(=O)O)cc4n3C2)CC1. The product is O=C1NS(=O)(=O)N2CCN(CCCC3COc4ccccc4-c4c(C5CCCCC5)c5ccc1cc5n4C3)CC2. RXN SMILES: [CH2:42]([Cl:43])[CH2:44][Cl:45].[CH3:49][N:50]([c:51]1[cH:52][cH:53][n:54][cH:55][cH:56]1)[CH3:57].[Cl:46][CH2:47][Cl:48].[NH2:1][S:2](=[O:3])(=[O:4])[N:5]1[CH2:6][CH2:7][N:8]([CH2:11][CH2:12][CH2:13][CH:14]2[CH2:15][O:16][c:17]3[c:18]([cH:38][cH:39][cH:40][cH:41]3)-[c:19]3[n:20]([c:22]4[cH:23][c:24]([C:35](=[O:36])[OH:37])[cH:25][cH:26][c:27]4[c:28]3[CH:29]3[CH2:30][CH2:31][CH2:32][CH2:33][CH2:34]3)[CH2:21]2)[CH2:9][CH2:10]1>>[NH:1]1[S:2](=[O:3])(=[O:4])[N:5]2[CH2:6][CH2:7][N:8]([CH2:9][CH2:10]2)[CH2:11][CH2:12][CH2:13][CH:14]2[CH2:15][O:16][c:17]3[c:18]([cH:38][cH:39][cH:40][cH:41]3)-[c:19]3[n:20]([c:22]4[cH:23][c:24]([cH:25][cH:26][c:27]4[c:28]3[CH:29]3[CH2:30][CH2:31][CH2:32][CH2:33][CH2:34]3)[C:35]1=[O:36])[CH2:21]2. Reactants: [Mn](=O)(=O)(=O)[O-].[K+] (potassium permanganate), NS(=O)C1=C(N(C2=CC=C(C=C12)Cl)C)C(=O)OCC (ethyl 3-aminosulfinyl-5-chloro-1-methyl-indole-2-carboxylate). Solvent: O (water), CC(=O)C (acetone). Conditions: time 8 hour. The product is ClC1=CC=2C3=C(N(C2C=C1)C)C(NS3(=O)=O)=O (7-chloro-4-methyl-2H-isothiazolo[4,5-b]indole-3-(4H)-one-1,1-dioxide). As a reaction SMILES: [Mn]([O-])(=O)(=O)=[O:2].[K+].[NH2:7][S:8]([C:10]1[C:18]2[C:13](=[CH:14][CH:15]=[C:16]([Cl:19])[CH:17]=2)[N:12]([CH3:20])[C:11]=1[C:21]([O:23]CC)=O)=[O:9]>O.CC(C)=O>[Cl:19][C:16]1[CH:15]=[CH:14][C:13]2[N:12]([CH3:20])[C:11]3[C:21](=[O:23])[NH:7][S:8](=[O:9])(=[O:2])[C:10]=3[C:18]=2[CH:17]=1 |f:0.1|. Procedure: A solution of 15.8 gm (0.1 mols) of potassium permanganate in 300 ml of water was added dropwise over a period of 2.5 hours to a solution of 37.6 gm (0.125 mols) of ethyl 3-aminosulfinyl-5-chloro-1-methyl-indole-2-carboxylate in 2500 ml of acetone at 20° C. After stirring overnight at room temperature, the precipitate which had formed was filtered off and washed with warm water and acetone. The filtrate then was evaporated in vacuo at 25°-30° C. to a volume of about 350 ml. The crystallized prod... Reactants: C(C)(=O)O[C@]1(C(C)=O)CC[C@H]2[C@@H]3C=CC4=CC([C@H]5[C@@H]([C@]4(C)[C@H]3CC[C@]12C)C5)=O (17α-acetoxy-1α,2α-methylene-4,6-pregnadiene-3,20-dione). Reagents/catalysts: [Pd].C(=O)([O-])[O-].[Ca+2] (Pd CaCO3). Solvent: CN(C=O)C (dimethylformamide). Yields the product C(C)(=O)O[C@]1(C(C)=O)CC[C@H]2[C@@H]3CCC4=CC([C@H]5[C@@H]([C@]4(C)[C@H]3CC[C@]12C)C5)=O (17α-Acetoxy-1α,2α-methylene-4-pregnene-3,20-dione). Reaction SMILES: [C:1]([O:4][C@:5]1([C@:25]2([CH3:26])[C@H:11]([C@H:12]3[C@H:22]([CH2:23][CH2:24]2)[C@:20]2([CH3:21])[C:15](=[CH:16][C:17](=[O:28])[C@@H:18]4[CH2:27][C@@H:19]42)[CH:14]=[CH:13]3)[CH2:10][CH2:9]1)[C:6](=[O:8])[CH3:7])(=[O:3])[CH3:2]>[Pd].C([O-])([O-])=O.[Ca+2].CN(C)C=O>[C:1]([O:4][C@:5]1([C@:25]2([CH3:26])[C@H:11]([C@H:12]3[C@H:22]([CH2:23][CH2:24]2)[C@:20]2([CH3:21])[C:15](=[CH:16][C:17](=[O:28])[C@@H:18]4[CH2:27][C@@H:19]42)[CH2:14][CH2:13]3)[CH2:10][CH2:9]1)[C:6](=[O:8])[CH3:7])(=[O:3])[CH3:2] |f:1.2.3|. Procedure: A solution of 60.0 g of 17α-acetoxy-1α,2α-methylene-4,6-pregnadiene-3,20-dione [R. Wiechert et al., Chem. Ber. 93: 1710 (1960)] in 1.25 1 of dimethylformamide is combined with 6.3 g of 10% Pd/CaCO3 and then hydrogenated. After a hydrogen absorption of 5.1 1, the catalyst is filtered off and the reaction solution stirred into ice water. The precipitate is suctioned off, worked up as usual, and the crude product is purified on 1.5 kg of silica gel with a pentane-acetone gradient (0-30% acetone). Y... Starting materials: CCOC(C)=O, CCO, FC(F)(F)c1ccccc1C=C1c2ccccc2CCc2ccccc21, [H][H]. Yields the product FC(F)(F)c1ccccc1CC1c2ccccc2CCc2ccccc21. Reaction SMILES: [CH3:27][CH2:28][O:29][C:30](=[O:31])[CH3:32].[CH3:35][CH2:36][OH:37].[F:1][C:2]([c:3]1[c:4]([CH:5]=[C:6]2[c:7]3[c:8]([cH:17][cH:18][cH:19][cH:20]3)[CH2:9][CH2:10][c:11]3[c:12]2[cH:13][cH:14][cH:15][cH:16]3)[cH:21][cH:22][cH:23][cH:24]1)([F:25])[F:26].[H:33][H:34]>>[F:1][C:2]([c:3]1[c:4]([CH2:5][CH:6]2[c:7]3[c:8]([cH:17][cH:18][cH:19][cH:20]3)[CH2:9][CH2:10][c:11]3[c:12]2[cH:13][cH:14][cH:15][cH:16]3)[cH:21][cH:22][cH:23][cH:24]1)([F:25])[F:26]. The reactants are O=C(Cl)CCCl, Cl, NCc1cnccn1, [Na+], [OH-], O. The product is O=C(CCCl)NCc1cnccn1. Reaction SMILES: [Cl:12][CH2:13][CH2:14][C:15](=[O:16])[Cl:17].[ClH:3].[NH2:4][CH2:5][c:6]1[n:7][cH:8][cH:9][n:10][cH:11]1.[Na+:2].[OH-:1].[OH2:18]>>[NH:4]([CH2:5][c:6]1[n:7][cH:8][cH:9][n:10][cH:11]1)[C:15]([CH2:14][CH2:13][Cl:12])=[O:16].